From a dataset of the Open Reaction Database (ORD), a public repository of structured organic reaction records. describe an organic reaction: reactants, conditions, products, and yield Reactants: CNC (dimethylamine), Cl.ClCC1=NC2=CC(=CC=C2C(=N1)O)OC (2-(chloromethyl)-7-(methyloxy)quinazolin-4-ol hydrochloride). Conditions: temperature 50 celsius, time 90 minute. Yields the product CN(C)CC1=NC2=CC(=CC=C2C(=N1)O)OC (2-[(dimethylamino)methyl]-7-(methyloxy)quinazolin-4-ol). Isolated yield 97.6%. As a reaction SMILES: [CH3:1][NH:2][CH3:3].Cl.Cl[CH2:6][C:7]1[N:16]=[C:15]([OH:17])[C:14]2[C:9](=[CH:10][C:11]([O:18][CH3:19])=[CH:12][CH:13]=2)[N:8]=1>>[CH3:1][N:2]([CH2:6][C:7]1[N:16]=[C:15]([OH:17])[C:14]2[C:9](=[CH:10][C:11]([O:18][CH3:19])=[CH:12][CH:13]=2)[N:8]=1)[CH3:3] |f:1.2|. Procedure: To a solution of dimethylamine (2M solution in tetrahydrofuran, 40.0 mL, 80.0 mmol) was added 2-(chloromethyl)-7-(methyloxy)quinazolin-4-ol hydrochloride (7.5 g, 29 mmol) and the reaction mixture was stirred for 90 minutes at 50° C. After cooling it to room temperature the reaction mixture was concentrated and the residue was partitioned between water (100 mL) and ethyl acetate (250 mL). The organic layer was separated and washed with water (100 mL), saturated sodium bicarbonate (100 mL) and bri... Reactants: O=C(O)Cc1ccc(OCc2ccccc2)cc1, CCC(C)(CC)N=C=NC, CN1CCOCC1, Nc1cccc2c1c(Cl)nn2CCN1CCCC1, Cl, CN(C)C=O, On1nnc2ccccc21. Product: O=C(Cc1ccc(OCc2ccccc2)cc1)Nc1cccc2c1c(Cl)nn2CCN1CCCC1. RXN SMILES: [CH2:19]([c:20]1[cH:21][cH:22][cH:23][cH:24][cH:25]1)[O:26][c:27]1[cH:28][cH:29][c:30]([CH2:33][C:34](=[O:35])[OH:36])[cH:31][cH:32]1.[CH2:38]([C:39]([CH3:40])([N:41]=[C:42]=[N:43][CH3:44])[CH2:45][CH3:46])[CH3:47].[CH3:58][N:59]1[CH2:60][CH2:61][O:62][CH2:63][CH2:64]1.[Cl:1][c:2]1[n:3][n:4]([CH2:12][CH2:13][N:14]2[CH2:15][CH2:16][CH2:17][CH2:18]2)[c:5]2[cH:6][cH:7][cH:8][c:9]([NH2:11])[c:10]12.[ClH:37].[O:65]=[CH:66][N:67]([CH3:68])[CH3:69].[OH:48][n:49]1[c:50]2[cH:51][cH:52][cH:53][cH:54][c:55]2[n:56][n:57]1>>[Cl:1][c:2]1[n:3][n:4]([CH2:12][CH2:13][N:14]2[CH2:15][CH2:16][CH2:17][CH2:18]2)[c:5]2[cH:6][cH:7][cH:8][c:9]([NH:11][C:34]([CH2:33][c:30]3[cH:29][cH:28][c:27]([O:26][CH2:19][c:20]4[cH:21][cH:22][cH:23][cH:24][cH:25]4)[cH:32][cH:31]3)=[O:35])[c:10]12. Reaction SMILES: [BH3:5].[Br:7][CH2:8][C:9](=[O:10])[c:11]1[cH:12][n:13][cH:14][cH:15][cH:16]1.[CH2:17]1[O:18][CH2:19][CH2:20][CH2:21]1.[CH3:1][S:2][S:3][CH3:4].[ClH:6]>>[Br:7][CH2:8][CH:9]([OH:10])[c:11]1[cH:12][n:13][cH:14][cH:15][cH:16]1. Product: OC(CBr)c1cccnc1. The reactants are B, O=C(CBr)c1cccnc1, C1CCOC1, CSSC, Cl. Reactants: CC#N (MeCN), [Li+].C[Si](C)(C)[N-][Si](C)(C)C (LHMDS), CON(C(=O)[C@H]1[C@@H](C1)C1=CC=CC=C1)C (trans-N-methoxy-N-methyl-2-phenylcyclopropane-1-carboxamide). Solvent: C1CCOC1 (THF), C1CCOC1 (THF). Conditions: temperature -60 celsius, time 3 hour. The product is O=C(CC#N)[C@H]1[C@@H](C1)C1=CC=CC=C1 (trans-3-oxo-3-(2-phenylcyclopropyl)propanenitrile). Isolated yield 51.0%. Reaction SMILES: [CH3:1][C:2]#[N:3].[Li+].C[Si]([N-][Si](C)(C)C)(C)C.CON(C)[C:17]([C@@H:19]1[CH2:21][C@H:20]1[C:22]1[CH:27]=[CH:26][CH:25]=[CH:24][CH:23]=1)=[O:18]>C1COCC1>[O:18]=[C:17]([C@@H:19]1[CH2:21][C@H:20]1[C:22]1[CH:27]=[CH:26][CH:25]=[CH:24][CH:23]=1)[CH2:1][C:2]#[N:3] |f:1.2|. Reported procedure: To a stirred solution of MeCN (208.3 mL) and THF (200 mL) at −60° C. under N2 was added dropwise 1M LHMDS in THF (1040 mL). The reaction mixture was stirred at −60° C. for 3 h, and 37 (62.5 g, 304.5 mmol, 1.00 equiv) was then added dropwise. The resulting solution was stirred at −60° C. for 10 min and then quenched with sat'd. aq. NH4Cl solution (400 mL). The reaction mixture was extracted with EtOAc (3×1 L), and the combined organic layers were dried (Na2SO4), filtered and concentrated in vacuo... Reactants: C(C)OC(CN1N=C(C2=CC=C(C=C12)NC1=CC=CC=C1)NC1=C(C=CC=C1C)C)=O (Ethyl-2-(3-(2,6-dimethylphenylamino)-6-(phenylamino)-1H-indazole-1-yl)acetate), [OH-].[Na+] (NaOH). Run in CO (MeOH). Reaction conditions: time 8 hour. The product is CC1=C(C(=CC=C1)C)NC1=NN(C2=CC(=CC=C12)NC1=CC=CC=C1)CC(=O)O (2-(3-(2,6-dimethylphenylamino)-6-(phenylamino)-1H-indazol-1-yl)acetic acid). RXN SMILES: C([O:3][C:4](=[O:31])[CH2:5][N:6]1[C:14]2[C:9](=[CH:10][CH:11]=[C:12]([NH:15][C:16]3[CH:21]=[CH:20][CH:19]=[CH:18][CH:17]=3)[CH:13]=2)[C:8]([NH:22][C:23]2[C:28]([CH3:29])=[CH:27][CH:26]=[CH:25][C:24]=2[CH3:30])=[N:7]1)C.[OH-].[Na+]>CO>[CH3:30][C:24]1[CH:25]=[CH:26][CH:27]=[C:28]([CH3:29])[C:23]=1[NH:22][C:8]1[C:9]2[C:14](=[CH:13][C:12]([NH:15][C:16]3[CH:17]=[CH:18][CH:19]=[CH:20][CH:21]=3)=[CH:11][CH:10]=2)[N:6]([CH2:5][C:4]([OH:31])=[O:3])[N:7]=1 |f:1.2|. Procedure: To a stirred solution of 300 mg (0.72 mmol) of ethyl 2-(3-(2,6-dimethylphenylamino)-6-(phenylamino)-1H-indazol-1-yl)acetate 64 (Example 29) in MeOH (10 mL) was added 1 N NaOH solution (4 mL, 4 mmol). The mixture was stirred at room temperature for 8 hours before being concentrated under reduced pressure. The residue was extracted with DCM (5 mL×2) and neutralized with 3 N HCl solution to pH 2. The resulting yellow solid was filtered, washed with water and dried to give the title compound. 1H-NMR... Reactants: C(CCCCCCC)C(C(=O)OC)CCCC(=O)OC (dimethyl 2-octyladipate), O=O (oxygen), C(CCCCC(=O)OC)(=O)OC (dimethyl adipate), C=CCCCCCC (1-octene). The reagents and catalysts are C(C)(=O)[O-].[Mn+2].C(C)(=O)[O-] (manganese(II) acetate), C(C)(=O)[O-].[Co+2].C(C)(=O)[O-] (cobalt (II) acetate). Solvent: C(C)(=O)O (acetic acid). Product: C(CCCCCCC)C(C(=O)OC)CCC(C(=O)OC)CCCCCCCC (dimethyl 2,5-dioctyladipate). As a reaction SMILES: C(OC)(=O)CCCCC(OC)=O.[CH2:13]=[CH:14][CH2:15][CH2:16][CH2:17][CH2:18][CH2:19][CH3:20].O=O.[CH2:23]([CH:31]([CH2:36][CH2:37][CH2:38][C:39]([O:41][CH3:42])=[O:40])[C:32]([O:34][CH3:35])=[O:33])[CH2:24][CH2:25][CH2:26][CH2:27][CH2:28][CH2:29][CH3:30]>C([O-])(=O)C.[Mn+2].C([O-])(=O)C.C([O-])(=O)C.[Co+2].C([O-])(=O)C.C(O)(=O)C>[CH2:23]([CH:31]([CH2:36][CH2:37][CH:38]([CH2:13][CH2:14][CH2:15][CH2:16][CH2:17][CH2:18][CH2:19][CH3:20])[C:39]([O:41][CH3:42])=[O:40])[C:32]([O:34][CH3:35])=[O:33])[CH2:24][CH2:25][CH2:26][CH2:27][CH2:28][CH2:29][CH3:30] |f:4.5.6,7.8.9|. Reported procedure: A mixture of 20 mmol of dimethyl adipate, 2 mmol of 1-octene, 0.04 mmol of manganese(II) acetate, 0.002 mmol of cobalt (II) acetate and 2 ml of acetic acid was stirred at 90° C. in an atmosphere of a gaseous mixture of nitrogen and oxygen (9:1) (1 atm=0.101 MPa) for 3 hours. The resulting reaction mixture was analyzed to find that dimethyl 2-octyladipate and dimethyl 2,5-dioctyladipate were produced in yields of 36% and 2%, respectively, with a conversion from 1-octene of 60%. Reactants: BrC=1C=C(C=CC1)CC(C)=O (3-Bromophenylacetone), Cl.COC1=CC=C(C=C1)NN (4-methoxyphenylhydrazine hydrochloride), Cl.O1CCOCC1 (HCl dioxane), ice water, C(C)(=O)OCC (ethyl acetate). Solvent: C1(=CC=CC=C1)C (toluene). Conditions: temperature 60 celsius, time 1 hour. Product: COC=1C=C2C(=C(NC2=CC1)C)C=1C=C(C=CC1)Br (3-(5-methoxy-2-methyl-1H-indol-3-yl)bromobenzene). Isolated yield 27.4%. Reaction SMILES: [Br:1][C:2]1[CH:3]=[C:4]([CH2:8][C:9](=O)[CH3:10])[CH:5]=[CH:6][CH:7]=1.Cl.[CH3:13][O:14][C:15]1[CH:20]=[CH:19][C:18]([NH:21]N)=[CH:17][CH:16]=1.Cl.O1CCOCC1.C(OCC)(=O)C>C1(C)C=CC=CC=1>[CH3:13][O:14][C:15]1[CH:20]=[C:19]2[C:18](=[CH:17][CH:16]=1)[NH:21][C:9]([CH3:10])=[C:8]2[C:4]1[CH:3]=[C:2]([Br:1])[CH:7]=[CH:6][CH:5]=1 |f:1.2,3.4|. Procedure: The ketone from Step 1 (1.065 g, 5 mmol) and 4-methoxyphenylhydrazine hydrochloride (870 mg, 5 mmol) in toluene (20 is mL) were gently warmed up to 60° C. After 1 h, 4M HCl/dioxane (2 mL) was added and the mixture was heated at 60° C. for 1 h. It was then cooled, poured over ice water and ethyl acetate. The organic layer was separated, washed with dilute NaHCO3. Removal of the solvents left a residue which was purified by chromatography over SiO2 to afford the product (433 mg). Starting materials: ClC1=CC=C(C=C1)C(N1CCNCC1)C1=CC=CC=C1 (1-[(4-Chlorophenyl)phenylmethyl]piperazine), OCCNS(=O)(=O)CCCCCCCl (N-(2-hydroxyethyl)-6-chlorohexanesulfonamide). Solvent: C(C)N(C(C)C)C(C)C (N-ethyldiisopropylamine). Product: OCCNS(=O)(=O)CCCCCCN1CCN(CC1)C(C1=CC=CC=C1)C1=CC=C(C=C1)Cl (N-(2-hydroxyethyl)-6-[4-[(4-chlorophenyl)phenylmethyl]-1-piperazinyl]hexanesulfonamide). The yield is 91.5%. As a reaction SMILES: [Cl:1][C:2]1[CH:7]=[CH:6][C:5]([CH:8]([C:15]2[CH:20]=[CH:19][CH:18]=[CH:17][CH:16]=2)[N:9]2[CH2:14][CH2:13][NH:12][CH2:11][CH2:10]2)=[CH:4][CH:3]=1.[OH:21][CH2:22][CH2:23][NH:24][S:25]([CH2:28][CH2:29][CH2:30][CH2:31][CH2:32][CH2:33]Cl)(=[O:27])=[O:26]>C(N(C(C)C)C(C)C)C>[OH:21][CH2:22][CH2:23][NH:24][S:25]([CH2:28][CH2:29][CH2:30][CH2:31][CH2:32][CH2:33][N:12]1[CH2:11][CH2:10][N:9]([CH:8]([C:5]2[CH:4]=[CH:3][C:2]([Cl:1])=[CH:7][CH:6]=2)[C:15]2[CH:16]=[CH:17][CH:18]=[CH:19][CH:20]=2)[CH2:14][CH2:13]1)(=[O:27])=[O:26]. Procedure details: 1-[(4-Chlorophenyl)phenylmethyl]piperazine (573.6 mg, 2.00 mmol) and N-(2-hydroxyethyl)-6-chlorohexanesulfonamide (487.5 mg, 2.00 mmol) were refluxed in N-ethyldiisopropylamine (2 ml) for 6 hours. The reaction mixture was concentrated in vacuo, and water was added thereto. The mixture was extracted with chloroform. The chloroform layer was washed with water, and dried over anhydrous magnesium sulfate. Subsequently, the solvent was removed by evaporation in vacuo. The resulting crude product was ...